describe an organic reaction: reactants, conditions, products, and yield From a dataset of the Open Reaction Database (ORD), a public repository of structured organic reaction records. The reactants are COC(C1=C(C=C(C=C1Cl)Cl)NC(C(C)C1=CC=C(C=C1)Br)=O)=O (2-[2-(4-bromo-phenyl)-propionyl amino]-4,6-dichloro-benzoic acid methyl ester), CCCCCC (n-hexane), [H-].[Na+] (NaH), [Li+].C[Si](C)(C)[N-][Si](C)(C)C (LiHMDS). Run in CCOC(=O)C (EtOAc). The product is BrC1=CC=C(C=C1)C1(C(NC2=CC(=CC(=C2C1=O)Cl)Cl)=O)C (3-(4-bromo-phenyl)-5,7-dichloro-3-methyl-1H-quinoline-2,4-dione). Isolated yield 16.2%. RXN SMILES: CO[C:3](=[O:24])[C:4]1[C:9]([Cl:10])=[CH:8][C:7]([Cl:11])=[CH:6][C:5]=1[NH:12][C:13](=[O:23])[CH:14]([C:16]1[CH:21]=[CH:20][C:19]([Br:22])=[CH:18][CH:17]=1)[CH3:15].[H-].[Na+].[Li+].C[Si]([N-][Si](C)(C)C)(C)C.CCCCCC>CCOC(C)=O>[Br:22][C:19]1[CH:20]=[CH:21][C:16]([C:14]2([CH3:15])[C:3](=[O:24])[C:4]3[C:5](=[CH:6][C:7]([Cl:11])=[CH:8][C:9]=3[Cl:10])[NH:12][C:13]2=[O:23])=[CH:17][CH:18]=1 |f:1.2,3.4|. Procedure details: The objective compound was prepared by the same procedure for the example 1, using a 2-[2-(4-bromo-phenyl)-propionyl amino]-4,6-dichloro-benzoic acid methyl ester (400 mg, 0.93 mmol) and NaH (78 mg, 1.95 mmol) as a base instead of LiHMDS. After normal workup, the objective compound (60 mg, 18%) was obtained as white solid by a flash column chromatography (n-hexane:EtOAc=5:1): 1H NMR (200 MHz, CDCl3+CD3OD) δ 1.69 (s, 3H, CH3), 6.91-7.48 (m , 6H, ArH); m.p. 237-238° C.; MS(EI) m/e 397 [M+]. Reactants: COC(=O)C=1N=C(C=2C=CN(C(C2C1O)=O)CC1=CC=CC=C1)C#N (6-benzyl-1-cyano-4-hydroxy-5-oxo-5,6-dihydro-[2,6]naphthyridine-3-carboxylic acid methyl ester), NCC(=O)O (glycine), C[O-].[Na+] (NaOMe). The product is C(C1=CC=CC=C1)N1C(C=2C(=C(N=C(C2C=C1)C#N)C(=O)NCC(=O)O)O)=O ([(6-Benzyl-1-cyano-4-hydroxy-5-oxo-5,6-dihydro-[2,6]naphthyridine-3-carbonyl)-amino]-acetic acid). The yield is 107.7%. RXN SMILES: CO[C:3]([C:5]1[N:6]=[C:7]([C:24]#[N:25])[C:8]2[CH:9]=[CH:10][N:11]([CH2:17][C:18]3[CH:23]=[CH:22][CH:21]=[CH:20][CH:19]=3)[C:12](=[O:16])[C:13]=2[C:14]=1[OH:15])=[O:4].[NH2:26][CH2:27][C:28]([OH:30])=[O:29].C[O-].[Na+]>>[CH2:17]([N:11]1[CH:10]=[CH:9][C:8]2[C:7]([C:24]#[N:25])=[N:6][C:5]([C:3]([NH:26][CH2:27][C:28]([OH:30])=[O:29])=[O:4])=[C:14]([OH:15])[C:13]=2[C:12]1=[O:16])[C:18]1[CH:23]=[CH:22][CH:21]=[CH:20][CH:19]=1 |f:2.3|. Procedure details: A mixture of 6-benzyl-1-cyano-4-hydroxy-5-oxo-5,6-dihydro-[2,6]naphthyridine-3-carboxylic acid methyl ester (27 mg, 0.081 mmol), glycine (805 mg, 10.7 mmol), and NaOMe solution (16 mL, 8.06 mmol, 0.5 M in MeOH) was refluxed for 16 h. After the mixture was cooled to r.t., solvent was evaporated in vacuo. The residue was partitioned between EtOAc and water. 1 M HCl was added with vigorous stirring until pH was about 1. The aqueous layer was extracted with additional EtOAc, and the combined organic... Reactants: OC1=NC(=NC=C1)COC(CCCCC)=O (hexanoic acid 4-hydroxy-pyrimidin-2-ylmethyl ester), CN(C1=CC=CC=C1)C (N,N-dimethylaniline), O=P(Cl)(Cl)Cl (POCl3). Reagents/catalysts: [N+](CC)(CC)(CC)CC.[Cl-] (Et4NCl). Run in C(C)#N (acetonitrile). Conditions: time 24 hour. Product: ClC1=NC(=NC=C1)COC(CCCCC)=O (Hexanoic acid 4-chloro-pyrimidin-2-ylmethyl ester). RXN SMILES: O[C:2]1[CH:7]=[CH:6][N:5]=[C:4]([CH2:8][O:9][C:10](=[O:16])[CH2:11][CH2:12][CH2:13][CH2:14][CH3:15])[N:3]=1.CN(C)C1C=CC=CC=1.O=P(Cl)(Cl)[Cl:28]>[N+](CC)(CC)(CC)CC.[Cl-].C(#N)C>[Cl:28][C:2]1[CH:7]=[CH:6][N:5]=[C:4]([CH2:8][O:9][C:10](=[O:16])[CH2:11][CH2:12][CH2:13][CH2:14][CH3:15])[N:3]=1 |f:3.4|. Procedure details: To a solution of 300 mg (1.33 mMol) hexanoic acid 4-hydroxy-pyrimidin-2-ylmethyl ester, 487 mg (2.94 mMol) Et4NCl and 373 μl (2.94 mMol) N,N-dimethylaniline in 15 ml of acetonitrile, 1.22 ml (13.3 mMol) POCl3 are added. After stirring for 24 h at rt, the solution is concentrated in vacuo. The residue is re-dissolved in EtOAc and sat. NaHCO3, the aq. layer separated off and extracted twice with EtOAc. The organic phases are dried (Na2SO4) and concentrated. Chromatography (Combi Flash; hexane/ethe... Starting materials: [N+](=O)([O-])[O-].[Sr+2].[N+](=O)([O-])[O-] (strontium nitrate), NC(=O)N (urea), C([O-])([O-])=O (carbonate), [N+](=O)([O-])[O-].[Sr+2].[N+](=O)([O-])[O-] (strontium nitrate), NC(=O)N (urea), NC(=O)N (urea). Run at time 90 minute. Yields the product C([O-])([O-])=O.[Sr+2] (strontium carbonate), C([O-])([O-])=O (carbonate). Reaction SMILES: [N+]([O-])([O-])=O.[Sr+2:5].[N+]([O-])([O-])=O.NC(N)=O.[C:14](=[O:17])([O-:16])[O-:15]>>[C:14](=[O:15])([O-:17])[O-:16].[Sr+2:5].[C:14](=[O:15])([O-:17])[O-:16] |f:0.1.2,5.6|. Procedure details: As shown in FIG. 1, a strontium nitrate (Sr(NO3)2) solution as a metal ion source was mixed in a container with a urea ((NH2)2CO) aqueous solution as a carbonate ion source to prepare a mixture solution containing 0.33M strontium nitrate and 0.33M urea. The container having the mixture solution was then placed into a reaction vessel and held at 90° C. for 90 minutes while agitating the mixture, whereby thermal decomposition of urea occurred to produce strontium carbonate crystals as the foregoin...